Dataset: the Open Reaction Database (ORD), a public repository of structured organic reaction records. Task: describe an organic reaction: reactants, conditions, products, and yield Procedure details: Prepared according to the method of example 6 by using 2-methylpropyl 2-methyl-6-(2,3,4,5-tetrahydro-1,4-benzoxazepin-7-yl)-1H-imidazo[4,5-b]pyridine-1-carboxylate and 1-(4-chloro-6-ethyl-5-methylpyrimidin-2-yl)-N,N-dimethylmethanamine (reagent preparation 17) in step 3. 1H NMR (400 MHz, DMSO-d6) δ 8.51 (br s, 1H), 8.03 (br s, 1H), 7.70 (d, 1H), 7.52 (dd, 1H), 7.03 (d, 1H), 4.61 (s, 2H), 4.33-4.28 (m, 2H), 3.84-3.79 (m, 2H), 3.36 (s, 2H), 2.63 (q, 2H), 2.53 (d, 3H), 2.20 (s, 3H), 2.13 (s, 6H), 1... As a reaction SMILES: [CH3:1][C:2]1[N:3](C(OCC(C)C)=O)[C:4]2[C:5]([N:21]=1)=[N:6][CH:7]=[C:8]([C:10]1[CH:11]=[CH:12][C:13]3[O:19][CH2:18][CH2:17][NH:16][CH2:15][C:14]=3[CH:20]=1)[CH:9]=2.Cl[C:30]1[C:35]([CH3:36])=[C:34]([CH2:37][CH3:38])[N:33]=[C:32]([CH2:39][N:40]([CH3:42])[CH3:41])[N:31]=1>>[CH2:37]([C:34]1[C:35]([CH3:36])=[C:30]([N:16]2[CH2:15][C:14]3[CH:20]=[C:10]([C:8]4[CH:9]=[C:4]5[N:3]=[C:2]([CH3:1])[NH:21][C:5]5=[N:6][CH:7]=4)[CH:11]=[CH:12][C:13]=3[O:19][CH2:18][CH2:17]2)[N:31]=[C:32]([CH2:39][N:40]([CH3:42])[CH3:41])[N:33]=1)[CH3:38]. The product is C(C)C1=NC(=NC(=C1C)N1CCOC2=C(C1)C=C(C=C2)C=2C=C1C(=NC2)NC(=N1)C)CN(C)C (1-{4-ethyl-5-methyl-6-[7-(2-methyl-3H-imidazo[4,5-b]pyridin-6-yl)-2,3-dihydro-1,4-benzoxazepin-4(5H)-yl]pyrimidin-2-yl}-N,N-dimethylmethanamine). The reactants are CC=1N(C=2C(=NC=C(C2)C=2C=CC3=C(CNCCO3)C2)N1)C(=O)OCC(C)C (2-methylpropyl 2-methyl-6-(2,3,4,5-tetrahydro-1,4-benzoxazepin-7-yl)-1H-imidazo[4,5-b]pyridine-1-carboxylate), ClC1=NC(=NC(=C1C)CC)CN(C)C (1-(4-chloro-6-ethyl-5-methylpyrimidin-2-yl)-N,N-dimethylmethanamine). Starting materials: C(C)C1=CC=C(C=C1)C1CC(CN(C1)C(=O)N1CCOCC1)C(=O)O (5-(4-Ethylphenyl)-1-(morpholin-4-ylcarbonyl)piperidine-3-carboxylic acid), ClC=1C=C(C=CC1)C(N)=NO (3-chloro-N′-hydroxybenzenecarboximidamide). Product: ClC=1C=C(C=CC1)C1=NOC(=N1)C1CN(CC(C1)C1=CC=C(C=C1)CC)C(=O)N1CCOCC1 (4-({3-[3-(3-Chlorophenyl)-1,2,4-oxadiazol-5-yl]-5-(4-ethylphenyl)piperidin-1-yl}carbonyl)-morpholine). Reaction SMILES: [CH2:1]([C:3]1[CH:8]=[CH:7][C:6]([CH:9]2[CH2:14][N:13]([C:15]([N:17]3[CH2:22][CH2:21][O:20][CH2:19][CH2:18]3)=[O:16])[CH2:12][CH:11]([C:23](O)=[O:24])[CH2:10]2)=[CH:5][CH:4]=1)[CH3:2].[Cl:26][C:27]1[CH:28]=[C:29]([C:33](=[N:35]O)[NH2:34])[CH:30]=[CH:31][CH:32]=1>>[Cl:26][C:27]1[CH:28]=[C:29]([C:33]2[N:35]=[C:23]([CH:11]3[CH2:10][CH:9]([C:6]4[CH:5]=[CH:4][C:3]([CH2:1][CH3:2])=[CH:8][CH:7]=4)[CH2:14][N:13]([C:15]([N:17]4[CH2:22][CH2:21][O:20][CH2:19][CH2:18]4)=[O:16])[CH2:12]3)[O:24][N:34]=2)[CH:30]=[CH:31][CH:32]=1. Procedure: 69 mg (0.20 mmol) of 5-(4-ethylphenyl)-1-(morpholin-4-ylcarbonyl)piperidine-3-carboxylic acid (Example 38A) and 38 mg (0.22 mmol, 1.1 eq.) of 3-chloro-N′-hydroxybenzenecarboximidamide were reacted according to the General Method 1. Yield: 40 mg (42% of theory) The reactants are CCCCCCCCOCc1ccc(CO)cc1, ClCCl, C[N+]1([O-])CCOCC1, CCC[N+](CCC)(CCC)CCC, O=[Ru](=O)(=O)[O-]. The product is CCCCCCCCOCc1ccc(C=O)cc1. Reaction SMILES: [CH2:1]([CH2:2][CH2:3][CH2:4][CH2:5][CH2:6][CH2:7][CH3:8])[O:9][CH2:10][c:11]1[cH:12][cH:13][c:14]([CH2:15][OH:16])[cH:17][cH:18]1.[CH2:27]([Cl:28])[Cl:29].[CH3:19][N+:20]1([O-:21])[CH2:22][CH2:23][O:24][CH2:25][CH2:26]1.[CH3:35][CH2:36][CH2:37][N+:38]([CH2:39][CH2:40][CH3:41])([CH2:42][CH2:43][CH3:44])[CH2:45][CH2:46][CH3:47].[O-:30][Ru:31](=[O:32])(=[O:33])=[O:34]>>[CH2:1]([CH2:2][CH2:3][CH2:4][CH2:5][CH2:6][CH2:7][CH3:8])[O:9][CH2:10][c:11]1[cH:12][cH:13][c:14]([CH:15]=[O:16])[cH:17][cH:18]1. The reactants are Cl (HCl), CN1CCCC2=CC=CC(=C12)NC(=O)OC(C)(C)C (1-methyl-8-(N-tert-butoxycarbonylamino)-1,2,3,4-tetrahydroquinoline), resultant solution. Run in CO (methanol). The product is CN1CCCC2=CC=CC(=C12)N (1-methyl-8-amino-1,2,3,4-tetrahydroquinoline). Yield: 91.3%. RXN SMILES: Cl.[CH3:2][N:3]1[C:12]2[C:7](=[CH:8][CH:9]=[CH:10][C:11]=2[NH:13]C(OC(C)(C)C)=O)[CH2:6][CH2:5][CH2:4]1>CO>[CH3:2][N:3]1[C:12]2[C:7](=[CH:8][CH:9]=[CH:10][C:11]=2[NH2:13])[CH2:6][CH2:5][CH2:4]1. Reported procedure: Anhydrous HCl (gas) was bubbled through a stirred solution of 1-methyl-8-(N-tert-butoxycarbonylamino)-1,2,3,4-tetrahydroquinoline (0.83 g, 3.16 mmol) in methanol (30 mL), at room temperature, for 10 minutes. The resultant solution was stirred at room temperature for 1 hour then concentrated under reduced pressure. The residue was partitioned between CH2Cl2 (50 mL) and aqueous NaOH (10 N, 10 mL). The phases were separated and the aqueous phase was extracted with CH2Cl2 (3×10 mL). The combined org... The reactants are CO, [Li+], [OH-], O, O, COC(=O)CCCCCCCSc1nc(-c2ccccc2)c(-c2ccccc2)o1. Yields the product O=C(O)CCCCCCCSc1nc(-c2ccccc2)c(-c2ccccc2)o1. RXN SMILES: [CH3:33][OH:34].[Li+:32].[OH-:31].[OH2:30].[OH2:35].[c:1]1(-[c:7]2[n:8][c:9]([S:18][CH2:19][CH2:20][CH2:21][CH2:22][CH2:23][CH2:24][CH2:25][C:26](=[O:27])[O:28][CH3:29])[o:10][c:11]2-[c:12]2[cH:13][cH:14][cH:15][cH:16][cH:17]2)[cH:2][cH:3][cH:4][cH:5][cH:6]1>>[c:1]1(-[c:7]2[n:8][c:9]([S:18][CH2:19][CH2:20][CH2:21][CH2:22][CH2:23][CH2:24][CH2:25][C:26](=[O:27])[OH:28])[o:10][c:11]2-[c:12]2[cH:13][cH:14][cH:15][cH:16][cH:17]2)[cH:2][cH:3][cH:4][cH:5][cH:6]1.